From a dataset of the Open Reaction Database (ORD), a public repository of structured organic reaction records. describe an organic reaction: reactants, conditions, products, and yield Reactants: [BH3-]C#N, CC1CC(C)CC(C=NOCc2ccccc2)(C(=O)O)C1, [CH3], CO, [Na+]. The product is CC1CC(C)CC(CNOCc2ccccc2)(C(=O)O)C1. RXN SMILES: [C:23]([BH3-:24])#[N:25].[CH2:1]([c:2]1[cH:3][cH:4][cH:5][cH:6][cH:7]1)[O:8][N:9]=[CH:10][C:11]1([C:19](=[O:20])[OH:21])[CH2:12][CH:13]([CH3:18])[CH2:14][CH:15]([CH3:17])[CH2:16]1.[CH3:22].[CH3:27][OH:28].[Na+:26]>>[CH2:1]([c:2]1[cH:3][cH:4][cH:5][cH:6][cH:7]1)[O:8][NH:9][CH2:10][C:11]1([C:19](=[O:20])[OH:21])[CH2:12][CH:13]([CH3:18])[CH2:14][CH:15]([CH3:17])[CH2:16]1. As a reaction SMILES: [CH3:18][Si:19]([CH:20]=[N+:21]=[N-:22])([CH3:23])[CH3:24].[CH3:25][OH:26].[OH:1][c:2]1[n:3][c:4](-[c:12]2[cH:13][cH:14][n:15][cH:16][cH:17]2)[s:5][c:6]1[C:7](=[O:8])[O:9][CH2:10][CH3:11].[cH:27]1[cH:28][cH:29][cH:30][cH:31][cH:32]1>>[O:1]([c:2]1[n:3][c:4](-[c:12]2[cH:13][cH:14][n:15][cH:16][cH:17]2)[s:5][c:6]1[C:7](=[O:8])[O:9][CH2:10][CH3:11])[CH3:18]. The reactants are C[Si](C)(C)C=[N+]=[N-], CO, CCOC(=O)c1sc(-c2ccncc2)nc1O, c1ccccc1. The product is CCOC(=O)c1sc(-c2ccncc2)nc1OC. The reactants are CC(SC1COC(C=CC=Cc2ccc(C#N)cc2F)OC1)C(Cn1cncn1)(OC(=O)c1cc(C#N)ccc1CO)c1ccc(F)cc1F, CCN=C=NCCCN(C)C, CN1CCN(C(=O)CCC(=O)O)CC1, CN(C)c1ccncc1, ClCCl, Cl. Product: CC(SC1COC(C=CC=Cc2ccc(C#N)cc2F)OC1)C(Cn1cncn1)(OC(=O)c1cc(C#N)ccc1COC(=O)CCC(=O)N1CCN(C)CC1)c1ccc(F)cc1F. Reaction SMILES: [C:1](#[N:2])[c:3]1[cH:4][cH:5][c:6]([CH2:49][OH:50])[c:7]([C:8](=[O:9])[O:10][C:11]([CH:12]([CH3:13])[S:14][CH:15]2[CH2:16][O:17][CH:18]([CH:21]=[CH:22][CH:23]=[CH:24][c:25]3[c:26]([F:33])[cH:27][c:28]([C:31]#[N:32])[cH:29][cH:30]3)[O:19][CH2:20]2)([CH2:34][n:35]2[n:36][cH:37][n:38][cH:39]2)[c:40]2[c:41]([F:47])[cH:42][c:43]([F:46])[cH:44][cH:45]2)[cH:48]1.[CH2:66]([N:67]=[C:68]=[N:69][CH2:70][CH2:71][CH2:72][N:73]([CH3:74])[CH3:75])[CH3:76].[CH3:51][N:52]1[CH2:53][CH2:54][N:55]([C:58]([CH2:59][CH2:60][C:61](=[O:62])[OH:63])=[O:64])[CH2:56][CH2:57]1.[CH3:80][N:81]([c:82]1[cH:83][cH:84][n:85][cH:86][cH:87]1)[CH3:88].[Cl:77][CH2:78][Cl:79].[ClH:65]>>[C:1](#[N:2])[c:3]1[cH:4][cH:5][c:6]([CH2:49][O:50][C:61]([CH2:60][CH2:59][C:58]([N:55]2[CH2:54][CH2:53][N:52]([CH3:51])[CH2:57][CH2:56]2)=[O:64])=[O:62])[c:7]([C:8](=[O:9])[O:10][C:11]([CH:12]([CH3:13])[S:14][CH:15]2[CH2:16][O:17][CH:18]([CH:21]=[CH:22][CH:23]=[CH:24][c:25]3[c:26]([F:33])[cH:27][c:28]([C:31]#[N:32])[cH:29][cH:30]3)[O:19][CH2:20]2)([CH2:34][n:35]2[n:36][cH:37][n:38][cH:39]2)[c:40]2[c:41]([F:47])[cH:42][c:43]([F:46])[cH:44][cH:45]2)[cH:48]1. The reactants are ClC1=NC(=NC(=C1)C(F)(F)F)C1=CC=NC=C1 (4-chloro-2-(4-pyridinyl)-6-(trifluoromethyl)pyrimidine), COC=1C=CC(=C(N)C1)C (5-methoxy-2-methylaniline). The product is COC=1C=CC(=C(NC2=NC(=NC(=C2)C(F)(F)F)C2=CC=NC=C2)C1)C (4-(5-Methoxy-2-methylanilino)-2-(4-pyridinyl)-6-(trifluoromethyl)pyrimidine), solid. Isolated yield 33.0%. RXN SMILES: Cl[C:2]1[CH:7]=[C:6]([C:8]([F:11])([F:10])[F:9])[N:5]=[C:4]([C:12]2[CH:17]=[CH:16][N:15]=[CH:14][CH:13]=2)[N:3]=1.[CH3:18][O:19][C:20]1[CH:21]=[CH:22][C:23]([CH3:27])=[C:24]([CH:26]=1)[NH2:25]>>[CH3:18][O:19][C:20]1[CH:21]=[CH:22][C:23]([CH3:27])=[C:24]([CH:26]=1)[NH:25][C:2]1[CH:7]=[C:6]([C:8]([F:11])([F:10])[F:9])[N:5]=[C:4]([C:12]2[CH:17]=[CH:16][N:15]=[CH:14][CH:13]=2)[N:3]=1. Procedure details: The title compound was prepared from a mixture of 4-chloro-2-(4-pyridinyl)-6-(trifluoromethyl)pyrimidine (50 mg, 0.193 mmol) and 5-methoxy-2-methylaniline (27 mg, 0.193 mmol) similar to Example 13 and isolated as a pink solid (23 mg, 33%). 1H NMR (CDCl3): 8.77 (d, J=5.7 Hz, 2H), 8.27 (d, J=5.7 Hz, 2H), 7.32 (s, 1H), 7.26 (d, J=9.0 Hz, 1H), 6.99 (s, 1H), 6.70 (s, 1H), 6.85 (dd, J=2.7, 8.4 Hz, 1H), 3.82 (s, 3H), 2.24 (s, 3H). Reactants: Cn1cc(Br)cc(Nc2ccc(N3CCNCC3=O)cn2)c1=O, C=O, CC(=O)O, CO, [Na+], [OH-]. Product: CN1CCN(c2ccc(Nc3cc(Br)cn(C)c3=O)nc2)C(=O)C1. As a reaction SMILES: [Br:1][c:2]1[cH:3][c:4]([NH:10][c:11]2[cH:12][cH:13][c:14]([N:17]3[C:18](=[O:23])[CH2:19][NH:20][CH2:21][CH2:22]3)[cH:15][n:16]2)[c:5](=[O:9])[n:6]([CH3:8])[cH:7]1.[CH2:24]=[O:25].[CH3:26][C:27](=[O:28])[OH:29].[CH3:32][OH:33].[Na+:31].[OH-:30]>>[Br:1][c:2]1[cH:3][c:4]([NH:10][c:11]2[cH:12][cH:13][c:14]([N:17]3[C:18](=[O:23])[CH2:19][N:20]([CH3:26])[CH2:21][CH2:22]3)[cH:15][n:16]2)[c:5](=[O:9])[n:6]([CH3:8])[cH:7]1.